From a dataset of the Open Reaction Database (ORD), a public repository of structured organic reaction records. describe an organic reaction: reactants, conditions, products, and yield The reactants are CC(O)=S, CCOC(=O)CCCn1cc(C=C2CN(C(c3ccccc3)(c3ccccc3)c3ccccc3)CCC2O)nn1, CN(C)C(OCC(C)(C)C)OCC(C)(C)C, CN(C)C=O, CCOC(C)=O, O. Yields the product CCOC(=O)CCCn1cc(C=C2CN(C(c3ccccc3)(c3ccccc3)c3ccccc3)CCC2SC(C)=O)nn1. Reaction SMILES: [C:57]([CH3:58])(=[S:59])[OH:60].[CH2:1]([CH3:2])[O:3][C:4](=[O:5])[CH2:6][CH2:7][CH2:8][n:9]1[n:10][n:11][c:12]([CH:14]=[C:15]2[CH2:16][N:17]([C:22]([c:23]3[cH:24][cH:25][cH:26][cH:27][cH:28]3)([c:29]3[cH:30][cH:31][cH:32][cH:33][cH:34]3)[c:35]3[cH:36][cH:37][cH:38][cH:39][cH:40]3)[CH2:18][CH2:19][CH:20]2[OH:21])[cH:13]1.[CH2:41]([O:42][CH:43]([O:44][CH2:45][C:46]([CH3:47])([CH3:48])[CH3:49])[N:50]([CH3:51])[CH3:52])[C:53]([CH3:54])([CH3:55])[CH3:56].[CH3:62][N:63]([CH3:64])[CH:65]=[O:66].[CH3:67][CH2:68][O:69][C:70](=[O:71])[CH3:72].[OH2:61]>>[CH2:1]([CH3:2])[O:3][C:4](=[O:5])[CH2:6][CH2:7][CH2:8][n:9]1[n:10][n:11][c:12]([CH:14]=[C:15]2[CH2:16][N:17]([C:22]([c:23]3[cH:24][cH:25][cH:26][cH:27][cH:28]3)([c:29]3[cH:30][cH:31][cH:32][cH:33][cH:34]3)[c:35]3[cH:36][cH:37][cH:38][cH:39][cH:40]3)[CH2:18][CH2:19][CH:20]2[S:59][C:57]([CH3:58])=[O:60])[cH:13]1. Starting materials: [Cl-].[NH4+] (Ammonium chloride), ON1N=NC2=C1C=CC=C2 (1-hydroxybenzotriazole), C(C)(C)N(CC)C(C)C (IPEA), benzotriazol-1-yloxytris(pyrrolidino)phosphonimn hexafluorophosphate, ClCCCC(C(=O)O)C1=C(C=C(C=C1)Cl)C(F)(F)F (5-chloro-2-(4-chloro-2-trifluoromethylphenyl)pentanoic acid), Ice water. Run in CN(C=O)C (N,N-dimethylformamide), COC(C)(C)C (tert-butyl methyl ether). Conditions: time 8 hour. Yields the product ClCCCC(C(=O)N)C1=C(C=C(C=C1)Cl)C(F)(F)F (5-chloro-2-(4-chloro-2-trifluoromethylphenyl)pentanoic acid amide). Isolated yield 82.2%. As a reaction SMILES: [Cl-].[NH4+].O[N:4]1C2C=CC=CC=2N=N1.C(N(C(C)C)CC)(C)C.[Cl:22][CH2:23][CH2:24][CH2:25][CH:26]([C:30]1[CH:35]=[CH:34][C:33]([Cl:36])=[CH:32][C:31]=1[C:37]([F:40])([F:39])[F:38])[C:27](O)=[O:28]>CN(C)C=O.COC(C)(C)C>[Cl:22][CH2:23][CH2:24][CH2:25][CH:26]([C:30]1[CH:35]=[CH:34][C:33]([Cl:36])=[CH:32][C:31]=1[C:37]([F:40])([F:39])[F:38])[C:27]([NH2:4])=[O:28] |f:0.1|. Procedure details: Ammonium chloride (3.23 g), 1-hydroxybenzotriazole (2.45 g), IPEA (13.7 mL) and benzotriazol-1-yloxytris(pyrrolidino)phosphonimn hexafluorophosphate (9.43 g) were sequentially added to a solution of 5-chloro-2-(4-chloro-2-trifluoromethylphenyl)pentanoic acid (4.75 g) in N,N-dimethylformamide (45 mL). The mixture was stirred at room temperature overnight. Ice water and tert-butyl methyl ether were added to the reaction solution, and the organic layer was separated. The aqueous layer was reextract... Starting materials: CCOC(=O)COc1ccc(SC(C)c2sc(-c3ccc(C(F)(F)F)cc3)nc2CCc2c(F)cccc2Cl)cc1C, C1CCOC1, Cl, [Li+], [OH-]. Product: Cc1cc(SC(C)c2sc(-c3ccc(C(F)(F)F)cc3)nc2CCc2c(F)cccc2Cl)ccc1OCC(=O)O. RXN SMILES: [CH2:1]([CH3:2])[O:3][C:4]([CH2:5][O:6][c:7]1[c:8]([CH3:41])[cH:9][c:10]([S:13][CH:14]([CH3:15])[c:16]2[c:17]([CH2:31][CH2:32][c:33]3[c:34]([Cl:40])[cH:35][cH:36][cH:37][c:38]3[F:39])[n:18][c:19](-[c:21]3[cH:22][cH:23][c:24]([C:27]([F:28])([F:29])[F:30])[cH:25][cH:26]3)[s:20]2)[cH:11][cH:12]1)=[O:42].[CH2:46]1[O:47][CH2:48][CH2:49][CH2:50]1.[ClH:45].[Li+:44].[OH-:43]>>[O:3]=[C:4]([CH2:5][O:6][c:7]1[c:8]([CH3:41])[cH:9][c:10]([S:13][CH:14]([CH3:15])[c:16]2[c:17]([CH2:31][CH2:32][c:33]3[c:34]([Cl:40])[cH:35][cH:36][cH:37][c:38]3[F:39])[n:18][c:19](-[c:21]3[cH:22][cH:23][c:24]([C:27]([F:28])([F:29])[F:30])[cH:25][cH:26]3)[s:20]2)[cH:11][cH:12]1)[OH:42].